From a dataset of the Open Reaction Database (ORD), a public repository of structured organic reaction records. describe an organic reaction: reactants, conditions, products, and yield Starting materials: FC=1C=C(C=CC1)N1C(N=C(C12CCN(CC2)C(=O)OC(C)(C)C)NC[Si](C)(C)C)=O (tert-butyl 1-(3-fluorophenyl)-2-oxo-4-{[(trimethylsilyl)methyl]amino}-1,3,8-triazaspiro[4.5]dec-3-ene-8-carboxylate), [F-].C(CCC)[N+](CCCC)(CCCC)CCCC (tetrabutylammonium fluoride). Solvent: C1CCOC1 (THF), C1CCOC1 (THF). Conditions: temperature 60 celsius. Yields the product FC=1C=C(C=CC1)N1C(N=C(C12CCN(CC2)C(=O)OC(C)(C)C)NC)=O (tert-butyl 1-(3-fluorophenyl)-4-(methylamino)-2-oxo-1,3,8-triazaspiro[4.5]dec-3-ene-8-carboxylate). As a reaction SMILES: [F:1][C:2]1[CH:3]=[C:4]([N:8]2[C:12]3([CH2:17][CH2:16][N:15]([C:18]([O:20][C:21]([CH3:24])([CH3:23])[CH3:22])=[O:19])[CH2:14][CH2:13]3)[C:11]([NH:25][CH2:26][Si](C)(C)C)=[N:10][C:9]2=[O:31])[CH:5]=[CH:6][CH:7]=1.[F-].C([N+](CCCC)(CCCC)CCCC)CCC>C1COCC1>[F:1][C:2]1[CH:3]=[C:4]([N:8]2[C:12]3([CH2:17][CH2:16][N:15]([C:18]([O:20][C:21]([CH3:22])([CH3:23])[CH3:24])=[O:19])[CH2:14][CH2:13]3)[C:11]([NH:25][CH3:26])=[N:10][C:9]2=[O:31])[CH:5]=[CH:6][CH:7]=1 |f:1.2|. Procedure: To a 50 ml THF solution of 1.04 g (2.41 mmol) tert-butyl 1-(3-fluorophenyl)-2-oxo-4-{[(trimethylsilyl)methyl]amino}-1,3,8-triazaspiro[4.5]dec-3-ene-8-carboxylate (prepared in the same manner as Intermediate 5-1 above) was added 3.61 mL (3.61 mmol) of a 1.0M tetrabutylammonium fluoride in THF solution over 5 m and the reaction warmed to 60° C. overnight. The reaction was concentrated to dryness in vacuo and the residue treated with 100 mL CH2Cl2. The organic layer was washed with water (1×25 mL),... The reactants are CC1=C(C(=CC(=C1)[N+](=O)[O-])C)N1C(C(=CC=C1)CC(=O)O)=O ([1-(2,6-dimethyl-4-nitrophenyl)-2-oxo-1,2-dihydropyridin-3-yl]acetic acid), B (borane), B (borane). Run in C1CCOC1 (THF), C1CCOC1 (THF), ClCCl (dichloromethane), [OH-].[Na+] (sodium hydroxide). Run at temperature 27 celsius, time 1 hour. Yields the product CC1=C(C(=CC(=C1)[N+](=O)[O-])C)N1C(C(=CC=C1)CCO)=O (1-(2,6-dimethyl-4-nitrophenyl)-3-(2-hydroxyethyl)pyridin-2(1H)-one). As a reaction SMILES: [CH3:1][C:2]1[CH:7]=[C:6]([N+:8]([O-:10])=[O:9])[CH:5]=[C:4]([CH3:11])[C:3]=1[N:12]1[CH:17]=[CH:16][CH:15]=[C:14]([CH2:18][C:19](O)=[O:20])[C:13]1=[O:22].B>C1COCC1.ClCCl.[OH-].[Na+]>[CH3:11][C:4]1[CH:5]=[C:6]([N+:8]([O-:10])=[O:9])[CH:7]=[C:2]([CH3:1])[C:3]=1[N:12]1[CH:17]=[CH:16][CH:15]=[C:14]([CH2:18][CH2:19][OH:20])[C:13]1=[O:22] |f:4.5|. Reported procedure: 26.5 g (87.7 mmol) of [1-(2,6-dimethyl-4-nitrophenyl)-2-oxo-1,2-dihydropyridin-3-yl]acetic acid were introduced as initial charge in 265 ml of THF at RT. 132 ml of 1M borane solution in THF (132 mmol) were added dropwise. During this addition, the temperature increased to 27° C. The reaction mixture was stirred for 1 h at RT and then the same amount of borane solution was added. The reaction mixture was stirred overnight at RT. It was diluted with 500 ml of dichloromethane, and 500 ml of 1N sodi... Reactants: CC1=CC=C(C=C1)NCC=1C=NC=CC1 (3-(4-methylphenylaminomethyl)pyridine), C([O-])([O-])=O.[K+].[K+] (potassium carbonate), CS(=O)(=O)Cl (methanesulfonyl chloride). The solvent is ClCCl (dichloromethane). Reaction conditions: time 8 hour. Yields the product CC1=CC=C(C=C1)N(S(=O)(=O)C)CC=1C=NC=CC1 (N-(4-methylphenyl)-N-(pyridin-3-ylmethyl)methanesulfonamide). RXN SMILES: [CH3:1][C:2]1[CH:7]=[CH:6][C:5]([NH:8][CH2:9][C:10]2[CH:11]=[N:12][CH:13]=[CH:14][CH:15]=2)=[CH:4][CH:3]=1.C(=O)([O-])[O-].[K+].[K+].[CH3:22][S:23](Cl)(=[O:25])=[O:24]>ClCCl>[CH3:1][C:2]1[CH:3]=[CH:4][C:5]([N:8]([CH2:9][C:10]2[CH:11]=[N:12][CH:13]=[CH:14][CH:15]=2)[S:23]([CH3:22])(=[O:25])=[O:24])=[CH:6][CH:7]=1 |f:1.2.3|. Procedure: A 3.5 g. portion of 3-(4-methylphenylaminomethyl)pyridine was dissolved in 15 ml. of dichloromethane, and 2.7 g. of potassium carbonate and 2 ml. of methanesulfonyl chloride were added. The mixture was stirred overnight under reflux, and was then extracted with 20 ml. of water and evaporated under vacuum. The residue was triturated with diethyl ether and dried to obtain 4.5 g. of the desired product, m.p. 143°-146°. The reactants are C=CC#N, O=C1CCC2NCCc3c2n1c1ccccc31, CCO. The product is N#CCCN1CCc2c3n(c4ccccc24)C(=O)CCC31. As a reaction SMILES: [CH2:18]=[CH:19][C:20]#[N:21].[CH2:1]1[CH2:2][NH:3][CH:4]2[CH2:5][CH2:6][C:7](=[O:17])[n:8]3[c:9]2[c:10]1[c:11]1[cH:12][cH:13][cH:14][cH:15][c:16]31.[CH3:22][CH2:23][OH:24]>>[CH2:1]1[CH2:2][N:3]([CH2:18][CH2:19][C:20]#[N:21])[CH:4]2[CH2:5][CH2:6][C:7](=[O:17])[n:8]3[c:9]2[c:10]1[c:11]1[cH:12][cH:13][cH:14][cH:15][c:16]31. Starting materials: COC(=O)Cc1nc(-c2ccc(-c3ccc(S(C)(=O)=O)cc3)nc2)oc1C, CO, [Na+], C1CCOC1, [OH-]. Yields the product [Na+], Cc1oc(-c2ccc(-c3ccc(S(C)(=O)=O)cc3)nc2)nc1CC(=O)[O-]. RXN SMILES: [CH3:1][O:2][C:3]([CH2:4][c:5]1[n:6][c:7](-[c:11]2[cH:12][n:13][c:14](-[c:17]3[cH:18][cH:19][c:20]([S:23](=[O:24])(=[O:25])[CH3:26])[cH:21][cH:22]3)[cH:15][cH:16]2)[o:8][c:9]1[CH3:10])=[O:27].[CH3:35][OH:36].[Na+:29].[O:30]1[CH2:31][CH2:32][CH2:33][CH2:34]1.[OH-:28]>>[Na+:29].[O:2]=[C:3]([CH2:4][c:5]1[n:6][c:7](-[c:11]2[cH:12][n:13][c:14](-[c:17]3[cH:18][cH:19][c:20]([S:23](=[O:24])(=[O:25])[CH3:26])[cH:21][cH:22]3)[cH:15][cH:16]2)[o:8][c:9]1[CH3:10])[O-:27]. Starting materials: C(CCC)O (n-butanol), Cl.ClC=1C=C(C=CC1Cl)NN (3,4-dichlorophenylhydrazine hydrochloride), CC(CCC(=O)O)C (4,4-dimethylbutyric acid), [OH-].[Na+] (sodium hydroxide). The solvent is O (water). Reaction conditions: time 1 hour. Yields the product ClC1=C2C(=CNC2=CC=C1Cl)CC(=O)OC (methyl 4,5-dichloroindole-3-acetate), ClC=1C=C2C(=CNC2=CC1Cl)CC(=O)OCCCC (n-butyl 5,6-dichloroindole-3-acetate). RXN SMILES: Cl.[Cl:2][C:3]1[CH:4]=[C:5]([NH:10]N)[CH:6]=[CH:7][C:8]=1[Cl:9].C[CH:13](C)[CH2:14][CH2:15][C:16]([OH:18])=[O:17].[CH2:20]([OH:24])[CH2:21][CH2:22][CH3:23].[OH-].[Na+]>O>[Cl:2][C:3]1[C:8]([Cl:9])=[CH:7][CH:6]=[C:5]2[C:4]=1[C:14]([CH2:15][C:16]([O:18][CH3:20])=[O:17])=[CH:13][NH:10]2.[Cl:9][C:8]1[CH:7]=[C:6]2[C:5](=[CH:4][C:3]=1[Cl:2])[NH:10][CH:23]=[C:22]2[CH2:21][C:20]([O:17][CH2:16][CH2:15][CH2:14][CH3:13])=[O:24] |f:0.1,4.5|. Reported procedure: With 5.81 g of 3,4-dichlorophenylhydrazine hydrochloride was mixed 11.57 g of 4,4-dimethylbutyric acid, and the resulting mixture was sufficiently stirred to obtain a transparent solution, after which 7.64 g of n-butanol was added. The mixed solution was stirred with treating at 110 C. for 1 hour. The reaction solution was cooled to room temperature, diluted with water, and neutralized with a 1N aqueous sodium hydroxide solution. The aqueous phase was extracted with ethyl acetate, and the ethyl ... Reactants: ClC1=CC=C(C=C1)NC(=O)NN (N-p-chlorophenylhydrazine carboxamide), FC1=C(C=C2C=CC=NC2=C1)CC1=CN=C2N1N=C(C=C2)C(C)=O (1-[3-(7-fluoro-quinolin-6-ylmethyl)-imidazo[1,2-b]pyridazin-6-yl-]ethanone). Product: ClC1=CC=C(C=C1)NC(=O)N/N=C(\C)/C=1C=CC=2N(N1)C(=CN2)CC=2C=C1C=CC=NC1=CC2F ((E)-N-(4-Chlorophenyl)-2-(1-(3-((7-fluoroquinolin-6-yl)methyl)imidazo[1,2-b]pyridazin-6-yl)ethylidene)hydrazinecarboxamide). As a reaction SMILES: [Cl:1][C:2]1[CH:7]=[CH:6][C:5]([NH:8][C:9]([NH:11][NH2:12])=[O:10])=[CH:4][CH:3]=1.[F:13][C:14]1[CH:23]=[C:22]2[C:17]([CH:18]=[CH:19][CH:20]=[N:21]2)=[CH:16][C:15]=1[CH2:24][C:25]1[N:29]2[N:30]=[C:31]([C:34](=O)[CH3:35])[CH:32]=[CH:33][C:28]2=[N:27][CH:26]=1>>[Cl:1][C:2]1[CH:3]=[CH:4][C:5]([NH:8][C:9]([NH:11]/[N:12]=[C:34](/[C:31]2[CH:32]=[CH:33][C:28]3[N:29]([C:25]([CH2:24][C:15]4[CH:16]=[C:17]5[C:22](=[CH:23][C:14]=4[F:13])[N:21]=[CH:20][CH:19]=[CH:18]5)=[CH:26][N:27]=3)[N:30]=2)\[CH3:35])=[O:10])=[CH:6][CH:7]=1. Procedure details: The title compound was prepared from N-p-chlorophenylhydrazine carboxamide and 1-[3-(7-fluoro-quinolin-6-ylmethyl)-imidazo[1,2-b]pyridazin-6-yl-]ethanone in analogy to the synthesis of example 1. 1H-NMR (400 MHz, DMSO-d6) δ ppm 10.20 (s, 1H), 9.18 (s, 1H), 8.86 (dd, 1H), 8.31 (m, 2H), 8.07 (d, 1H), 7.96 (d, 1H), 7.78 (d, 1H), 7.67 (m, 3H), 7.48 (q, 1H), 7.36 (d, 2H), 4.58 (s, 2H), 2.32 (s, 3H). LCMS (method C): [MH]+=489, tR=4.35 min. Reactants: O=C(O)c1ccn(Cc2ccccc2)c(=O)c1, ClCCl, CCN(C(C)C)C(C)C, NCc1c(-c2ncco2)n(-c2ccccc2)c2ncccc2c1=O, On1nnc2ccccc21. The product is O=C(NCc1c(-c2ncco2)n(-c2ccccc2)c2ncccc2c1=O)c1ccn(Cc2ccccc2)c(=O)c1. RXN SMILES: [CH2:1]([c:2]1[cH:3][cH:4][cH:5][cH:6][cH:7]1)[n:8]1[c:9](=[O:17])[cH:10][c:11]([C:14](=[O:15])[OH:16])[cH:12][cH:13]1.[CH2:61]([Cl:62])[Cl:63].[CH:28]([N:29]([CH2:30][CH3:31])[CH:32]([CH3:33])[CH3:34])([CH3:35])[CH3:36].[NH2:37][CH2:38][c:39]1[c:40](-[c:56]2[o:57][cH:58][cH:59][n:60]2)[n:41](-[c:50]2[cH:51][cH:52][cH:53][cH:54][cH:55]2)[c:42]2[n:43][cH:44][cH:45][cH:46][c:47]2[c:48]1=[O:49].[n:18]1([OH:19])[c:20]2[cH:21][cH:22][cH:23][cH:24][c:25]2[n:26][n:27]1>>[CH2:1]([c:2]1[cH:3][cH:4][cH:5][cH:6][cH:7]1)[n:8]1[c:9](=[O:17])[cH:10][c:11]([C:14](=[O:16])[NH:37][CH2:38][c:39]2[c:40](-[c:56]3[o:57][cH:58][cH:59][n:60]3)[n:41](-[c:50]3[cH:51][cH:52][cH:53][cH:54][cH:55]3)[c:42]3[n:43][cH:44][cH:45][cH:46][c:47]3[c:48]2=[O:49])[cH:12][cH:13]1. Starting materials: COC(=O)CCS(=O)(=O)Nc1ccc(F)cc1C(F)(F)F, Cl, [Na+], C1COCCO1, [OH-]. The product is O=C(O)CCS(=O)(=O)Nc1ccc(F)cc1C(F)(F)F. Reaction SMILES: [CH3:1][O:2][C:3]([CH2:4][CH2:5][S:6]([NH:7][c:8]1[c:9]([C:15]([F:16])([F:17])[F:18])[cH:10][c:11]([F:14])[cH:12][cH:13]1)(=[O:19])=[O:20])=[O:21].[ClH:24].[Na+:23].[O:25]1[CH2:26][CH2:27][O:28][CH2:29][CH2:30]1.[OH-:22]>>[O:2]=[C:3]([CH2:4][CH2:5][S:6]([NH:7][c:8]1[c:9]([C:15]([F:16])([F:17])[F:18])[cH:10][c:11]([F:14])[cH:12][cH:13]1)(=[O:19])=[O:20])[OH:21].